From a dataset of the Open Reaction Database (ORD), a public repository of structured organic reaction records. describe an organic reaction: reactants, conditions, products, and yield The reactants are N1C=C(C2=CC=CC=C12)CC1C=2N(C3=C(C(N1)=O)C=CC=C3)C(C=3C=CC=CC3N2)=O (7-[(1H-indol-3-yl)methyl]quinazolino-(3,2-A)-1,4-benzodiazepin-5,13-(6H,7H)-dione), [N+](=O)([O-])C1=CC=C(C=C1)[C@](C(=O)[O-])(CC(C)C)NC(=O)OC(C)(C)C (p-nitrophenyl-2(S)-((1,1-dimethyl)ethoxycarbonyl)amino-4-methylpentanoate), C(C)(C)N(CC)C(C)C (diisopropylethylamine), [F-].[K+] (Potassium fluoride), O1CCOCCOCCOCCOCCOCC1 (1,4,7,10,13,16-hexaoxacyclooctadecane). Solvent: C(C)#N (acetonitrile), CN(C=O)C (dimethylformamide). Run at time 60 hour. The product is O.CC(C)(OC(=O)N[C@H](C(=O)N1C=C(C2=CC=CC=C12)CC1C=2N(C3=C(C(N1)=O)C=CC=C3)C(C=3C=CC=CC3N2)=O)CC(C)C)C.O.O.CC(C)(OC(=O)N[C@H](C(=O)N2C=C(C3=CC=CC=C23)CC2C=3N(C1=C(C(N2)=O)C=CC=C1)C(C=1C=CC=CC1N3)=O)CC(C)C)C (7-[(1-[2(S)-((1,1-dimethylethoxy)-carbonyl)amino-4-methylpentanoyl]-1H-indol-3-yl)methyl]quinazolino(3,2-A)-1,4-benzodiazepin-5,13-(6H,7H)-dione sesquihydrate). RXN SMILES: [F-].[K+].[O:3]1CCOCCOCCOCCOCCOCC1.[NH:21]1[C:29]2[C:24](=[CH:25][CH:26]=[CH:27][CH:28]=2)[C:23]([CH2:30][CH:31]2[NH:37][C:36](=[O:38])[C:35]3[CH:39]=[CH:40][CH:41]=[CH:42][C:34]=3[N:33]3[C:43](=[O:51])[C:44]4[CH:45]=[CH:46][CH:47]=[CH:48][C:49]=4[N:50]=[C:32]23)=[CH:22]1.[N+](C1C=CC([C@@:61]([NH:69][C:70]([O:72][C:73]([CH3:76])([CH3:75])[CH3:74])=[O:71])([CH2:65][CH:66]([CH3:68])[CH3:67])[C:62]([O-])=[O:63])=CC=1)([O-])=[O:53].C(N(C(C)C)CC)(C)C>CN(C)C=O.C(#N)C>[OH2:3].[CH3:75][C:73]([CH3:76])([O:72][C:70]([NH:69][C@@H:61]([CH2:65][CH:66]([CH3:67])[CH3:68])[C:62]([N:21]1[C:29]2[C:24](=[CH:25][CH:26]=[CH:27][CH:28]=2)[C:23]([CH2:30][CH:31]2[NH:37][C:36](=[O:38])[C:35]3[CH:39]=[CH:40][CH:41]=[CH:42][C:34]=3[N:33]3[C:43](=[O:51])[C:44]4[CH:45]=[CH:46][CH:47]=[CH:48][C:49]=4[N:50]=[C:32]23)=[CH:22]1)=[O:63])=[O:71])[CH3:74].[OH2:53].[OH2:3].[CH3:75][C:73]([CH3:76])([O:72][C:70]([NH:69][C@@H:61]([CH2:65][CH:66]([CH3:67])[CH3:68])[C:62]([N:21]1[C:29]2[C:24](=[CH:25][CH:26]=[CH:27][CH:28]=2)[C:23]([CH2:30][CH:31]2[NH:37][C:36](=[O:38])[C:35]3[CH:39]=[CH:40][CH:41]=[CH:42][C:34]=3[N:33]3[C:43](=[O:51])[C:44]4[CH:45]=[CH:46][CH:47]=[CH:48][C:49]=4[N:50]=[C:32]23)=[CH:22]1)=[O:63])=[O:71])[CH3:74] |f:0.1,8.9.10.11.12|. Procedure details: Potassium fluoride (117 mg, 2.02 mmole) was added to 10 ml of dry acetonitrile containing 1,4,7,10,13,16-hexaoxacyclooctadecane (266 mg, 1.01 mmole). To this solution were added 7-[(1H-indol-3-yl)methyl]quinazolino-(3,2-A)-1,4-benzodiazepin-5,13-(6H,7H)-dione (492 mg, 1.01 mmole), p-nitrophenyl-2(S)-((1,1-dimethyl)ethoxycarbonyl)amino-4-methylpentanoate (441 mg, 1.25 mmole) and 218 μl (1.25 mmole) of diisopropylethylamine under nitrogen. The reaction mixture was stirred rapidly, 10 ml of dimethy... Reactants: CN(C=O)C (N,N-dimethylformamide), CC1(CNCC1)C (3,3-dimethylpyrrolidine), C(C#CC)OC1=NC=NC(=C1F)Cl (4-(2-butynyloxy)-6-chloro-5-fluoropyrimidine), C([O-])([O-])=O.[K+].[K+] (potassium carbonate). The solvent is C(C)(=O)OCC (ethyl acetate). Reaction conditions: temperature 80 celsius, time 6 hour. Product: C(C#CC)OC1=NC=NC(=C1F)N1CC(CC1)(C)C (4-(2-butynyloxy)-5-fluoro-6-(3,3-dimethylpyrrolidin-1-yl)pyrimidine). Yield: 31.7%. RXN SMILES: CN(C)C=O.[CH2:6]([O:10][C:11]1[C:16]([F:17])=[C:15](Cl)[N:14]=[CH:13][N:12]=1)[C:7]#[C:8][CH3:9].C(=O)([O-])[O-].[K+].[K+].[CH3:25][C:26]1([CH3:31])[CH2:30][CH2:29][NH:28][CH2:27]1>C(OCC)(=O)C>[CH2:6]([O:10][C:11]1[C:16]([F:17])=[C:15]([N:28]2[CH2:29][CH2:30][C:26]([CH3:31])([CH3:25])[CH2:27]2)[N:14]=[CH:13][N:12]=1)[C:7]#[C:8][CH3:9] |f:2.3.4|. Reported procedure: Into 4 ml of N,N-dimethylformamide was resolved 0.36 g of 4-(2-butynyloxy)-6-chloro-5-fluoropyrimidine, 0.62 g of potassium carbonate and 0.25 g of 3,3-dimethylpyrrolidine was added therein, and the mixture was stirred for 6 hours at 80° C. The reaction mixture was cooled to near room temperature, ethyl acetate was added therein, and the mixture was washed with a saturated sodium chloride aqueous solution three times. The organic layers were dried over anhydrous magnesium sulfate and concentrate... Starting materials: O=C(O)C=Cc1ccc(Br)s1, COCCOC, OB(O)c1ccccc1F, [Na+], [Na+], O=C([O-])[O-], c1ccc(P(c2ccccc2)(c2ccccc2)[Pd](P(c2ccccc2)(c2ccccc2)c2ccccc2)(P(c2ccccc2)(c2ccccc2)c2ccccc2)P(c2ccccc2)(c2ccccc2)c2ccccc2)cc1. Product: O=C(O)C=Cc1ccc(-c2ccccc2F)s1. As a reaction SMILES: [Br:1][c:2]1[cH:3][cH:4][c:5]([CH:7]=[CH:8][C:9](=[O:10])[OH:11])[s:6]1.[CH3:28][O:29][CH2:30][CH2:31][O:32][CH3:33].[F:12][c:13]1[c:14]([B:19]([OH:20])[OH:21])[cH:15][cH:16][cH:17][cH:18]1.[Na+:22].[Na+:23].[O-:24][C:25](=[O:26])[O-:27].[cH:34]1[cH:35][cH:36][c:37]([P:38]([Pd:39]([P:40]([c:41]2[cH:42][cH:43][cH:44][cH:45][cH:46]2)([c:47]2[cH:48][cH:49][cH:50][cH:51][cH:52]2)[c:53]2[cH:54][cH:55][cH:56][cH:57][cH:58]2)([P:59]([c:60]2[cH:61][cH:62][cH:63][cH:64][cH:65]2)([c:66]2[cH:67][cH:68][cH:69][cH:70][cH:71]2)[c:72]2[cH:73][cH:74][cH:75][cH:76][cH:77]2)[P:78]([c:79]2[cH:80][cH:81][cH:82][cH:83][cH:84]2)([c:85]2[cH:86][cH:87][cH:88][cH:89][cH:90]2)[c:91]2[cH:92][cH:93][cH:94][cH:95][cH:96]2)([c:97]2[cH:98][cH:99][cH:100][cH:101][cH:102]2)[c:103]2[cH:104][cH:105][cH:106][cH:107][cH:108]2)[cH:109][cH:110]1>>[c:2]1(-[c:14]2[c:13]([F:12])[cH:18][cH:17][cH:16][cH:15]2)[cH:3][cH:4][c:5]([CH:7]=[CH:8][C:9](=[O:10])[OH:11])[s:6]1. The reactants are N1=C2C(=CC=C1)C(OC2=O)=O (Furo[3,4-b]pyridine-5,7-dione), OS(=O)(=O)O (H2SO4), CC(C)(C1CC2=C(O1)C=C3C(=C2O)C(=O)C(=CO3)C4=C(C=C(C=C4)O)O)O (RL-1), C/C(=C\CC1=C(C=C2C(=C1O)C(=O)C3=C(O2)OC4=C3C=CC(=C4)O)O)/CO (RL-4), N1=C(C=CC=C1)[Li] (pyridin-2-yl lithium). Run in C(C)O (ethanol), N1=C(C(=CC=C1)C(=O)OCC)C(=O)OCC (diethyl pyridine-2,3-dicarboxylate). The product is N1=C(C=CC=C1)C(=O)C1=C(C(=O)OCC)C=CC=N1 (ethyl 2-picolinoylnicotinate), N1=CC(=CC=C1)C(=O)C=1C(=NC=CC1)C(=O)OCC (ethyl 3-picolinoylpicolinate). As a reaction SMILES: [CH3:1][C:2](O)(C1OC2C=C3OC=C(C4C=CC(O)=CC=4O)C(=O)C3=C(O)C=2C1)C.[CH3:28]/[C:29](/CO)=C\CC1C(O)=C2C(C3C4C=CC(O)=CC=4OC=3OC2=CC=1O)=O.[N:55]1[CH:60]=[CH:59][CH:58]=[C:57]2[C:61](=[O:65])[O:62][C:63](=[O:64])[C:56]=12.OS(O)(=O)=O.[N:71]1[CH:76]=[CH:75][CH:74]=[CH:73][C:72]=1[Li]>N1C=CC=C(C(OCC)=O)C=1C(OCC)=O.C(O)C>[N:71]1[CH:76]=[CH:75][CH:74]=[CH:73][C:72]=1[C:63]([C:56]1[N:55]=[CH:60][CH:59]=[CH:58][C:57]=1[C:61]([O:62][CH2:1][CH3:2])=[O:65])=[O:64].[N:71]1[CH:76]=[CH:75][CH:74]=[C:73]([C:61]([C:57]2[C:56]([C:63]([O:62][CH2:28][CH3:29])=[O:64])=[N:55][CH:60]=[CH:59][CH:58]=2)=[O:65])[CH:72]=1. Procedure: Each of the Rilyazines RL-1 through RL-4 may be synthesized according to the procedure of Scheme 1. Furo[3,4-b]pyridine-5,7-dione is reacted with ethanol in the presence of an acid, such as H2SO4, resulting in diethyl pyridine-2,3-dicarboxylate (1), which is then reacted with freshly-prepared pyridin-2-yl lithium to afford ethyl 2-picolinoylnicotinate (2) and ethyl 3-picolinoylpicolinate (3). Separation of the isomers (2) and (3) by chromatography and their reactions with cyclohexylhdrazine hydr... Reactants: CO, Cc1cc(NC(=O)C(F)(F)F)cc(C)c1C=O, [Na+], [OH-]. Yields the product Cc1cc(N)cc(C)c1C=O. As a reaction SMILES: [CH3:20][OH:21].[F:1][C:2]([F:3])([F:4])[C:16]([NH:5][c:6]1[cH:7][c:8]([CH3:15])[c:9]([CH:13]=[O:14])[c:10]([CH3:12])[cH:11]1)=[O:17].[Na+:19].[OH-:18]>>[NH2:5][c:6]1[cH:7][c:8]([CH3:15])[c:9]([CH:13]=[O:14])[c:10]([CH3:12])[cH:11]1.